From a dataset of the Open Reaction Database (ORD), a public repository of structured organic reaction records. describe an organic reaction: reactants, conditions, products, and yield Starting materials: Cl.C1(=CC=CC=C1)N(N)C1=CC=CC=C1 (N,N-Diphenylhydrazine hydrochloride), CC(CCCCS(=O)(=O)O)C(C)=O (5-methyl-6-oxoheptanesulfonic acid). Run in C(C)(=O)O (acetic acid). Conditions: time 3 hour. Product: CC1=[N+](C2=CC=CC=C2C1(CCCCS(=O)(=O)[O-])C)C1=CC=CC=C1 (2,3-Dimethyl-3-(4-sulfonatobutyl)-1-phenyl-3H-indolium). Reaction SMILES: Cl.[C:2]1([N:8]([C:10]2[CH:15]=[CH:14][CH:13]=[CH:12][CH:11]=2)N)[CH:7]=[CH:6][CH:5]=[CH:4][CH:3]=1.[CH3:16][CH:17]([C:26](=O)[CH3:27])[CH2:18][CH2:19][CH2:20][CH2:21][S:22]([OH:25])(=[O:24])=[O:23]>C(O)(=O)C>[CH3:27][C:26]1[C:17]([CH3:16])([CH2:18][CH2:19][CH2:20][CH2:21][S:22]([O-:25])(=[O:24])=[O:23])[C:7]2[C:2](=[CH:3][CH:4]=[CH:5][CH:6]=2)[N+:8]=1[C:10]1[CH:15]=[CH:14][CH:13]=[CH:12][CH:11]=1 |f:0.1|. Reported procedure: N,N-Diphenylhydrazine hydrochloride (0.01 mol, 2.2 g), 5-methyl-6-oxoheptanesulfonic acid (0.017 mol, 3.0 g) in glacial acetic acid (20 ml) were stirred at room temperature (˜20° C.) for an hour then at 100° C. for 3 hours (TLC check). The reaction mixture was cooled down and the solvent removed under vacuum. The residue was washed with diethyl ether and purified by flash column on silicagel. Yield: 2 g (56%). Structure confirmed by NMR spectrum. Isolated yield 95.0%. Procedure details: The title compound was prepared in the same manner as in Example C-11, except that an equimolar amount of Compound 9h prepared in Example C-8 was used in place of Compound 9g. The reactants are COC=1C=C(/C=C/C2=NN(C(=C2)O)C2=NC=CC=C2)C=CC1O[Si](C)(C)C(C)(C)C ((E)-3-(3-methoxy-4-tert-butyldimethylsilyloxystyryl)-1-(pyridin-2-yl)-1H-pyrazol-5-ol), [Si](C)(C)(C(C)(C)C)OC(=CC1=CC=CC=C1)C=1C=NN(C1O)C1=NC=CC=C1 (4-(tert-butyldimethylsilyloxystyryl)-1-(pyridin-2-yl)-1H-pyrazol-5-ol). As a reaction SMILES: [CH3:1][O:2][C:3]1[CH:4]=[C:5]([CH:20]=[CH:21][C:22]=1[O:23][Si](C(C)(C)C)(C)C)/[CH:6]=[CH:7]/[C:8]1[CH:12]=[C:11]([OH:13])[N:10]([C:14]2[CH:19]=[CH:18][CH:17]=[CH:16][N:15]=2)[N:9]=1.[Si](OC(C1C=NN(C2C=CC=CN=2)C=1O)=CC1C=CC=CC=1)(C(C)(C)C)(C)C>>[CH3:1][O:2][C:3]1[CH:4]=[C:5]([CH:20]=[CH:21][C:22]=1[OH:23])[CH:6]=[CH:7][C:8]1[CH:12]=[C:11]([OH:13])[N:10]([C:14]2[CH:19]=[CH:18][CH:17]=[CH:16][N:15]=2)[N:9]=1. The product is COC=1C=C(C=CC2=NN(C(=C2)O)C2=NC=CC=C2)C=CC1O (3-(3-methoxy-4-hydroxystyryl)-1-(pyridin-2-yl)-1H-pyrazol-5-ol). RXN SMILES: [Br:13][c:14]1[cH:15][c:16]([F:20])[cH:17][cH:18][cH:19]1.[CH2:1]([Li:2])[CH2:3][CH2:4][CH3:5].[CH3:21][N:22]([CH:23]=[O:24])[CH3:25].[CH3:32][C:33](=[O:34])[OH:35].[CH:6]([NH:7][CH:8]([CH3:9])[CH3:10])([CH3:11])[CH3:12].[O:26]1[CH2:27][CH2:28][CH2:29][CH2:30]1.[OH2:31]>>[Br:13][c:14]1[c:15]([CH:23]=[O:24])[c:16]([F:20])[cH:17][cH:18][cH:19]1. Product: O=Cc1c(F)cccc1Br. Starting materials: Fc1cccc(Br)c1, [Li]CCCC, CN(C)C=O, CC(=O)O, CC(C)NC(C)C, C1CCOC1, O. Reactants: CO, [Na+], COC(=O)c1cc2[nH]nc(NC(=O)c3ccc(N4CCOCC4)cc3)c2s1, [OH-]. Product: O=C(Nc1n[nH]c2cc(C(=O)O)sc12)c1ccc(N2CCOCC2)cc1. Reaction SMILES: [CH3:30][OH:31].[Na+:29].[O:1]1[CH2:2][CH2:3][N:4]([c:7]2[cH:8][cH:9][c:10]([C:11](=[O:12])[NH:13][c:14]3[c:15]4[c:16]([nH:17][n:18]3)[cH:19][c:20]([C:22](=[O:23])[O:24][CH3:25])[s:21]4)[cH:26][cH:27]2)[CH2:5][CH2:6]1.[OH-:28]>>[O:1]1[CH2:2][CH2:3][N:4]([c:7]2[cH:8][cH:9][c:10]([C:11](=[O:12])[NH:13][c:14]3[c:15]4[c:16]([nH:17][n:18]3)[cH:19][c:20]([C:22](=[O:23])[OH:24])[s:21]4)[cH:26][cH:27]2)[CH2:5][CH2:6]1. The reactants are C(C)OC=1C[C@H](CC(C1)=O)C[C@@H]1CCC(N1CC1=CC=CC=C1)=O ((5S,1R)-5-[(3-ethoxy-5-oxo-3-cyclohexen-1-yl)methyl]-1-(phenylmethyl)-2-pyrrolidinone), CCOCC (ether), C[Li] (methyllithium). Run in O1CCCC1 (tetrahydrofuran). Run at temperature -78 celsius, time 30 minute. Product: CC=1C[C@@H](CC(C1)=O)C[C@@H]1CCC(N1CC1=CC=CC=C1)=O ((5S,1R)-5-[(3-methyl-5-oxo-3-cyclohexen- 1-yl)methyl]-1-(phenylmethyl)-2-pyrrolidinone). The yield is 52.0%. Reaction SMILES: C(O[C:4]1[CH2:5][C@@H:6]([CH2:11][C@H:12]2[N:16]([CH2:17][C:18]3[CH:23]=[CH:22][CH:21]=[CH:20][CH:19]=3)[C:15](=[O:24])[CH2:14][CH2:13]2)[CH2:7][C:8](=[O:10])[CH:9]=1)C.[CH3:25]COCC.C[Li]>O1CCCC1>[CH3:25][C:4]1[CH2:5][C@H:6]([CH2:11][C@H:12]2[N:16]([CH2:17][C:18]3[CH:23]=[CH:22][CH:21]=[CH:20][CH:19]=3)[C:15](=[O:24])[CH2:14][CH2:13]2)[CH2:7][C:8](=[O:10])[CH:9]=1. Reported procedure: To a solution of (5S,1R)-5-[(3-ethoxy-5-oxo-3-cyclohexen-1-yl)methyl]-1-(phenylmethyl)-2-pyrrolidinone (3.94 g, 12.0 mmol) in 150 ml of 1:1 tetrahydrofuran:ether was added a solution of methyllithium (41 mL, 1.4M in ether, 57.4 mmol) at -78° C. over 10 min. The mixture was stirred for 30 min at -78° C. and quenched by the addition of 50 mL of 50% aqueous acetic acid. The mixture was allowed to warm to room temperature and was extracted with methylene chloride. The combined extracts were washed w...